describe an organic reaction: reactants, conditions, products, and yield From a dataset of the Open Reaction Database (ORD), a public repository of structured organic reaction records. Reactants: C1(=CC=CC=C1)S(=O)(=O)N1C(=CC2=NC(=CC=C21)Cl)CO ((1-benzenesulfonyl-5-chloro-1H-pyrrolo[3,2-b]pyridin-2-yl)-methanol), P(Br)(Br)Br (phosphorous tribromide), crude product. Run in O (water), CCOC(=O)C (EtOAc), CCOCC.C(Cl)Cl (Et2O CH2Cl2). Conditions: temperature 0 celsius, time 1 hour. The product is C1(=CC=CC=C1)S(=O)(=O)N1C(=CC2=NC(=CC=C21)Cl)CBr (1-Benzenesulfonyl-2bromomethyl-5-chloro-1H-pyrrolo [3,2-b]pyridine). As a reaction SMILES: [C:1]1([S:7]([N:10]2[C:18]3[C:13](=[N:14][C:15]([Cl:19])=[CH:16][CH:17]=3)[CH:12]=[C:11]2[CH2:20]O)(=[O:9])=[O:8])[CH:6]=[CH:5][CH:4]=[CH:3][CH:2]=1.P(Br)(Br)[Br:23]>CCOCC.C(Cl)Cl.O.CCOC(C)=O>[C:1]1([S:7]([N:10]2[C:18]3[C:13](=[N:14][C:15]([Cl:19])=[CH:16][CH:17]=3)[CH:12]=[C:11]2[CH2:20][Br:23])(=[O:9])=[O:8])[CH:6]=[CH:5][CH:4]=[CH:3][CH:2]=1 |f:2.3|. Procedure: To a solution of (1-benzenesulfonyl-5-chloro-1H-pyrrolo[3,2-b]pyridin-2-yl)-methanol (0.16 g, 0.50 mmol) in 4 mL Et2O/CH2Cl2 (1:1) at 0° C. is added phosphorous tribromide (0.023 mL, 0.25 mmol) dropwise. The reaction vessel is kept in the dark and stirred at 0° C. for 1 hour, then at room temperature for 2 hours. The mixture is diluted with water and EtOAc and the layers are separated. The aqueous layer is extracted with EtOAc. The combined organic layers are washed with water, saturated NaHCO3 ...